Dataset: the Open Reaction Database (ORD), a public repository of structured organic reaction records. Task: describe an organic reaction: reactants, conditions, products, and yield Reactants: CCOC(=O)c1ccc(OCC2CCCN2C(=O)OC(C)(C)C)cc1, CO, [Na+], [OH-]. Yields the product CC(C)(C)OC(=O)N1CCCC1COc1ccc(C(=O)O)cc1. As a reaction SMILES: [C:1]([CH3:2])([CH3:3])([CH3:4])[O:5][C:6](=[O:7])[N:8]1[CH:9]([CH2:13][O:14][c:15]2[cH:16][cH:17][c:18]([C:19](=[O:20])[O:21][CH2:22][CH3:23])[cH:24][cH:25]2)[CH2:10][CH2:11][CH2:12]1.[CH3:28][OH:29].[Na+:27].[OH-:26]>>[C:1]([CH3:2])([CH3:3])([CH3:4])[O:5][C:6](=[O:7])[N:8]1[CH:9]([CH2:13][O:14][c:15]2[cH:16][cH:17][c:18]([C:19](=[O:20])[OH:21])[cH:24][cH:25]2)[CH2:10][CH2:11][CH2:12]1.